describe an organic reaction: reactants, conditions, products, and yield From a dataset of the Open Reaction Database (ORD), a public repository of structured organic reaction records. Reactants: B, CCC(CC)Oc1cc(C)nc2c1CCC(=O)N2c1c(C)cc(C)cc1C, C1CCOC1, CSC. Product: CCC(CC)Oc1cc(C)nc2c1CCCN2c1c(C)cc(C)cc1C. As a reaction SMILES: [BH3:31].[CH2:1]([CH3:2])[CH:3]([CH2:4][CH3:5])[O:6][c:7]1[c:8]2[c:13]([n:14][c:15]([CH3:17])[cH:16]1)[N:12]([c:18]1[c:19]([CH3:26])[cH:20][c:21]([CH3:25])[cH:22][c:23]1[CH3:24])[C:11](=[O:27])[CH2:10][CH2:9]2.[CH2:32]1[O:33][CH2:34][CH2:35][CH2:36]1.[CH3:28][S:29][CH3:30]>>[CH2:1]([CH3:2])[CH:3]([CH2:4][CH3:5])[O:6][c:7]1[c:8]2[c:13]([n:14][c:15]([CH3:17])[cH:16]1)[N:12]([c:18]1[c:19]([CH3:26])[cH:20][c:21]([CH3:25])[cH:22][c:23]1[CH3:24])[CH2:11][CH2:10][CH2:9]2.